Task: describe an organic reaction: reactants, conditions, products, and yield. Dataset: the Open Reaction Database (ORD), a public repository of structured organic reaction records Starting materials: CO.C(Cl)Cl (MeOH DCM), O=C1CNC(N1C(C(=O)O)CC1=CC=CC=C1)=S (2-(5-oxo-2-thioxoimidazolidin-1-yl)-3-phenylpropanoic acid), FC1=CC=C(C=C1)C1=CC=C(S1)C=O (5-(4-fluorophenyl)thiophene-2-carbaldehyde), NCCC(=O)O (β-alanine). Run in C(C)(=O)O (acetic acid). Run at temperature 170 celsius. Yields the product FC1=CC=C(C=C1)C1=CC=C(S1)C=C1NC(N(C1=O)C(C(=O)O)CC1=CC=CC=C1)=S (2-(4-((5-(4-Fluorophenyl)thiophen-2-yl)methylene)-5-oxo-2-thioxoimidazolidin-1-yl)-3-phenylpropanoic acid). As a reaction SMILES: [O:1]=[C:2]1[N:6]([CH:7]([CH2:11][C:12]2[CH:17]=[CH:16][CH:15]=[CH:14][CH:13]=2)[C:8]([OH:10])=[O:9])[C:5](=[S:18])[NH:4][CH2:3]1.[F:19][C:20]1[CH:25]=[CH:24][C:23]([C:26]2[S:30][C:29]([CH:31]=O)=[CH:28][CH:27]=2)=[CH:22][CH:21]=1.NCCC(O)=O.CO.C(Cl)Cl>C(O)(=O)C>[F:19][C:20]1[CH:21]=[CH:22][C:23]([C:26]2[S:30][C:29]([CH:31]=[C:3]3[C:2](=[O:1])[N:6]([CH:7]([CH2:11][C:12]4[CH:17]=[CH:16][CH:15]=[CH:14][CH:13]=4)[C:8]([OH:10])=[O:9])[C:5](=[S:18])[NH:4]3)=[CH:28][CH:27]=2)=[CH:24][CH:25]=1 |f:3.4|. Reported procedure: To a mixture of 2-(5-oxo-2-thioxoimidazolidin-1-yl)-3-phenylpropanoic acid (0.100g, 0.378 mmol) and 5-(4-fluorophenyl)thiophene-2-carbaldehyde (0.078 g, 0.378 mmol) in acetic acid 5 mL is added β-alanine (3.37 mg, 0.038 mmol) and heat to 170° C. for 30 min under microwave irradiation. The resulting reaction mixture is cooled down and the solvent is removed. The pure product (0.125 g, 0.276 mmol, red solid) is obtained by column chromatography using MeOH/DCM, 2-7% ration solvent system. 1H-NMR (C... The reactants are CC(CCC)O (2-Pentanol), C(C)(=O)[O-].[Na+] (sodium acetate). The product is C(C)(=O)OC(CCC)C (1-methylbutyl acetate). Reaction SMILES: [CH3:1][CH:2]([OH:6])[CH2:3][CH2:4][CH3:5].[C:7]([O-])(=[O:9])[CH3:8].[Na+]>C(OC(=O)C)(=O)C>[C:7]([O:6][CH:2]([CH3:1])[CH2:3][CH2:4][CH3:5])(=[O:9])[CH3:8] |f:1.2|. Procedure: 2-Pentanol (176 g, 2.0 mol, Aldrich) and sodium acetate (18 g, 10 Aldrich) were heated to 90° C. and then acetic anhydride (240 ml, BDH GPR) was added over a 1 hour period at 100-110° C. The mixture was heated to reflux for 4 hours. The reaction mixture was then cooled, washed with water, washed with aqueous sodium bicarbonate to neutrality, dried over sodium sulfate, and then concentrated. Fractional distillation of the crude residue under vacuum provided 1-methylbutyl acetate (80-81°/140-145 m... Yield: 77.0%. The solvent is C(C)(=O)OC(C)=O (acetic anhydride). The reactants are C=CCCC(=O)Cl, [Li]CCCC, CC(C)C1COC(=O)N1, [Cl-], [NH4+], C1CCOC1. Yields the product C=CCCC(=O)N1C(=O)OCC1C(C)C. RXN SMILES: [C:15]([CH2:16][CH2:17][CH:18]=[CH2:19])(=[O:20])[Cl:21].[CH2:10]([Li:11])[CH2:12][CH2:13][CH3:14].[CH:1]([CH3:2])([CH3:3])[CH:4]1[NH:5][C:6](=[O:9])[O:7][CH2:8]1.[Cl-:22].[NH4+:23].[O:24]1[CH2:25][CH2:26][CH2:27][CH2:28]1>>[CH:1]([CH3:2])([CH3:3])[CH:4]1[N:5]([C:15]([CH2:16][CH2:17][CH:18]=[CH2:19])=[O:20])[C:6](=[O:9])[O:7][CH2:8]1. RXN SMILES: [CH3:1][O:2][c:3]1[cH:4][cH:5][c:6]([N:24]2[CH2:25][CH2:26][O:27][CH2:28][CH2:29]2)[c:7]2[c:8]1[n:9][c:10]([NH:12][C:13]([c:14]1[cH:15][cH:16][c:17]([CH2:20][NH:21][CH3:22])[cH:18][cH:19]1)=[O:23])[s:11]2.[CH:30]1([C:34](=[O:35])[Cl:36])[CH2:31][CH2:32][CH2:33]1>>[CH3:1][O:2][c:3]1[cH:4][cH:5][c:6]([N:24]2[CH2:25][CH2:26][O:27][CH2:28][CH2:29]2)[c:7]2[c:8]1[n:9][c:10]([NH:12][C:13]([c:14]1[cH:15][cH:16][c:17]([CH2:20][N:21]([CH3:22])[C:34]([CH:30]3[CH2:31][CH2:32][CH2:33]3)=[O:35])[cH:18][cH:19]1)=[O:23])[s:11]2. Reactants: CNCc1ccc(C(=O)Nc2nc3c(OC)ccc(N4CCOCC4)c3s2)cc1, O=C(Cl)C1CCC1. Product: COc1ccc(N2CCOCC2)c2sc(NC(=O)c3ccc(CN(C)C(=O)C4CCC4)cc3)nc12.